Task: describe an organic reaction: reactants, conditions, products, and yield. Dataset: the Open Reaction Database (ORD), a public repository of structured organic reaction records Reactants: C[O-], CO, CCO, CCc1nc2c(C)cc(C)nc2n1Cc1ccc2c(c1)CCc1ccccc1N2C=O, [Na+]. Yields the product CCc1nc2c(C)cc(C)nc2n1Cc1ccc2c(c1)CCc1ccccc1N2. Reaction SMILES: [CH3:32][O-:33].[CH3:35][OH:36].[CH3:37][CH2:38][OH:39].[CH:1](=[O:2])[N:3]1[c:4]2[c:5]([cH:14][c:15]([CH2:18][n:19]3[c:20]([CH2:30][CH3:31])[n:21][c:22]4[c:23]3[n:24][c:25]([CH3:29])[cH:26][c:27]4[CH3:28])[cH:16][cH:17]2)[CH2:6][CH2:7][c:8]2[c:9]1[cH:10][cH:11][cH:12][cH:13]2.[Na+:34]>>[NH:3]1[c:4]2[c:5]([cH:14][c:15]([CH2:18][n:19]3[c:20]([CH2:30][CH3:31])[n:21][c:22]4[c:23]3[n:24][c:25]([CH3:29])[cH:26][c:27]4[CH3:28])[cH:16][cH:17]2)[CH2:6][CH2:7][c:8]2[c:9]1[cH:10][cH:11][cH:12][cH:13]2. As a reaction SMILES: CO[C:3](=[O:36])[C:4]1[CH:9]=[CH:8][C:7]([Cl:10])=[C:6]([N:11]2[CH:16]=[CH:15][N:14]=[C:13]([NH:17][C:18]([C:21]3[CH:26]=[CH:25][CH:24]=[CH:23][C:22]=3[O:27][CH2:28][C:29]3[CH:34]=[CH:33][CH:32]=[CH:31][CH:30]=3)([CH3:20])[CH3:19])[C:12]2=[O:35])[CH:5]=1.[CH:37]1([NH2:40])[CH2:39][CH2:38]1.C([Mg]Cl)(C)C>C1COCC1.[Cl-].[NH4+]>[CH2:28]([O:27][C:22]1[CH:23]=[CH:24][CH:25]=[CH:26][C:21]=1[C:18]([NH:17][C:13]1[C:12](=[O:35])[N:11]([C:6]2[CH:5]=[C:4]([CH:9]=[CH:8][C:7]=2[Cl:10])[C:3]([NH:40][CH:37]2[CH2:39][CH2:38]2)=[O:36])[CH:16]=[CH:15][N:14]=1)([CH3:20])[CH3:19])[C:29]1[CH:30]=[CH:31][CH:32]=[CH:33][CH:34]=1 |f:4.5|. Product: C(C1=CC=CC=C1)OC1=C(C=CC=C1)C(C)(C)NC=1C(N(C=CN1)C=1C=C(C(=O)NC2CC2)C=CC1Cl)=O (3-[3-({1-[2-(Benzyloxy)phenyl]-1-methylethyl}amino)-2-oxopyrazin-1(2H)-yl]-4-chloro-N-cyclopropylbenzamide). Reactants: C1(CC1)N (cyclopropylamine), C(C)(C)[Mg]Cl (Isopropylmagnesium chloride), COC(C1=CC(=C(C=C1)Cl)N1C(C(=NC=C1)NC(C)(C)C1=C(C=CC=C1)OCC1=CC=CC=C1)=O)=O (methyl-3-[3-({1-[2-(benzyloxy)phenyl]-1-methylethyl}amino)-2-oxopyrazin-1(2H)-yl]-4-chlorobenzoate). Conditions: temperature 20 celsius, time 2 hour. Procedure details: A solution of methyl-3-[3-({1-[2-(benzyloxy)phenyl]-1-methylethyl}amino)-2-oxopyrazin-1(2H)-yl]-4-chlorobenzoate (Example 330f, 2.23 g) dissolved in THF (30 mL) was treated with cyclopropylamine (2.261 mL) and 2.0M Isopropylmagnesium chloride (11.06 mL) under nitrogen. The resulting solution was stirred at 20° C. for 2 h. The reaction mixture was diluted with aqueous ammonium chloride (150 mL), and extracted with dichloromethane (250 mL). The organic was dried (MgSO4), filtered and evaporated to... Solvent: [Cl-].[NH4+] (ammonium chloride), C1CCOC1 (THF).